From a dataset of the Open Reaction Database (ORD), a public repository of structured organic reaction records. describe an organic reaction: reactants, conditions, products, and yield Starting materials: C(C1=CC=CC=C1)OCC(=O)NC1=CC(=CC=C1)S(=O)(=O)NC1=NC2=CC=CC=C2N=C1NC1=C(C=CC(=C1)OC)CCCO (2-(benzyloxy)-N-(3-{[(3-{[2-(3-hydroxypropyl)-5-methoxyphenyl]amino}quinoxalin-2-yl)amino]sulfonyl}phenyl)acetamide), C(=O)[O-].[NH4+] (ammonium formate). Reagents/catalysts: [Pd] (palladium on charcoal). The solvent is CCO (EtOH), CCO (EtOH). Yields the product OCC(=O)NC1=CC(=CC=C1)S(=O)(=O)NC1=NC2=CC=CC=C2N=C1NC1=C(C=CC(=C1)OC)CCCO (2-Hydroxy-N-(3-{[(3-{[2-(3-hydroxypropyl)-5-methoxyphenyl]amino}quinoxalin-2-yl)amino]sulfonyl}phenyl)acetamide). Isolated yield 76.3%. RXN SMILES: C([O:8][CH2:9][C:10]([NH:12][C:13]1[CH:18]=[CH:17][CH:16]=[C:15]([S:19]([NH:22][C:23]2[C:32]([NH:33][C:34]3[CH:39]=[C:38]([O:40][CH3:41])[CH:37]=[CH:36][C:35]=3[CH2:42][CH2:43][CH2:44][OH:45])=[N:31][C:30]3[C:25](=[CH:26][CH:27]=[CH:28][CH:29]=3)[N:24]=2)(=[O:21])=[O:20])[CH:14]=1)=[O:11])C1C=CC=CC=1.C([O-])=O.[NH4+]>CCO.[Pd]>[OH:8][CH2:9][C:10]([NH:12][C:13]1[CH:18]=[CH:17][CH:16]=[C:15]([S:19]([NH:22][C:23]2[C:32]([NH:33][C:34]3[CH:39]=[C:38]([O:40][CH3:41])[CH:37]=[CH:36][C:35]=3[CH2:42][CH2:43][CH2:44][OH:45])=[N:31][C:30]3[C:25](=[CH:26][CH:27]=[CH:28][CH:29]=3)[N:24]=2)(=[O:21])=[O:20])[CH:14]=1)=[O:11] |f:1.2|. Reported procedure: To a mixture of 2-(benzyloxy)-N-(3-{[(3-{[2-(3-hydroxypropyl)-5-methoxyphenyl]amino}quinoxalin-2-yl)amino]sulfonyl}phenyl)acetamide (69 mg; 0.1 mmol; 1 eq) in EtOH (12 mL) are added ammonium formate (69.3 mg; 1.1 mmol; 10 eq) and palladium on charcoal (10 mg, 10%). The reaction mixture is stirred at reflux for 2 h. The catalyst is filtered through celite, washed with EtOH and the filtrate is concentrated under reduced pressure to give a yellow residue. It is suspended in EtOH (2 mL), sonicated, ... Starting materials: FC(C(=O)OCC)(C(C1=CC=C(C=C1)[N+](=O)[O-])O)F (ethyl 2,2-difluoro-3-hydroxy-3-(4-nitrophenyl)propanoate), C1(=CC=C(C=C1)S(=O)(=O)Cl)C (p-toluenesulfonyl chloride). Solvent: C(C)(=O)OCC (ethyl acetate), N1=CC=CC=C1 (pyridine). Conditions: time 3 day. The product is FC(C(=O)OCC)(C(C1=CC=C(C=C1)[N+](=O)[O-])OS(=O)(=O)C1=CC=C(C=C1)C)F (ethyl 2,2-difluoro-3-{[(4-methylphenyl)sulfonyl]oxy}-3-(4-nitrophenyl)propanoate). Isolated yield 87.2%. As a reaction SMILES: [F:1][C:2]([F:19])([CH:8]([OH:18])[C:9]1[CH:14]=[CH:13][C:12]([N+:15]([O-:17])=[O:16])=[CH:11][CH:10]=1)[C:3]([O:5][CH2:6][CH3:7])=[O:4].[C:20]1([CH3:30])[CH:25]=[CH:24][C:23]([S:26](Cl)(=[O:28])=[O:27])=[CH:22][CH:21]=1>N1C=CC=CC=1.C(OCC)(=O)C>[F:1][C:2]([F:19])([CH:8]([O:18][S:26]([C:23]1[CH:24]=[CH:25][C:20]([CH3:30])=[CH:21][CH:22]=1)(=[O:28])=[O:27])[C:9]1[CH:14]=[CH:13][C:12]([N+:15]([O-:17])=[O:16])=[CH:11][CH:10]=1)[C:3]([O:5][CH2:6][CH3:7])=[O:4]. Reported procedure: To a solution of ethyl 2,2-difluoro-3-hydroxy-3-(4-nitrophenyl)propanoate (800 mg, 2.91 mmol) in pyridine (20 mL) was added dropwise p-toluenesulfonyl chloride (665 mg, 3.49 mmol), and the mixture was stirred at room temperature for 3 days. The reaction mixture was diluted with ethyl acetate, washed with saturated aqueous sodium hydrogencarbonate and saturated brine, dried over anhydrous magnesium sulfate, and concentrated under reduced pressure. The residue was purified by silica gel column chr... Starting materials: Nc1ccc(-n2ccccc2=O)cc1F, N#CC12CC1C(=O)OC2=O, c1ccncc1. The product is N#CC1(C(=O)O)CC1C(=O)Nc1ccc(-n2ccccc2=O)cc1F. As a reaction SMILES: [NH2:11][c:12]1[c:13]([F:25])[cH:14][c:15](-[n:18]2[c:19](=[O:24])[cH:20][cH:21][cH:22][cH:23]2)[cH:16][cH:17]1.[O:1]=[C:2]1[C:3]2([C:9]#[N:10])[CH2:4][CH:5]2[C:6](=[O:8])[O:7]1.[cH:26]1[cH:27][cH:28][n:29][cH:30][cH:31]1>>[O:1]=[C:2]([C:3]1([C:9]#[N:10])[CH2:4][CH:5]1[C:6](=[O:8])[NH:11][c:12]1[c:13]([F:25])[cH:14][c:15](-[n:18]2[c:19](=[O:24])[cH:20][cH:21][cH:22][cH:23]2)[cH:16][cH:17]1)[OH:7]. Reactants: BrCc1ccccc1, CCCCCC, Cc1cc2cc([N+](=O)[O-])ccc2[nH]1, O. The product is Cc1cc2cc([N+](=O)[O-])ccc2n1Cc1ccccc1. Reaction SMILES: [Br:20][CH2:21][c:22]1[cH:23][cH:24][cH:25][cH:26][cH:27]1.[CH3:1][CH2:2][CH2:3][CH2:4][CH2:5][CH3:6].[CH3:7][c:8]1[nH:9][c:10]2[cH:11][cH:12][c:13]([N+:17](=[O:18])[O-:19])[cH:14][c:15]2[cH:16]1.[OH2:28]>>[CH3:7][c:8]1[n:9]([CH2:21][c:22]2[cH:23][cH:24][cH:25][cH:26][cH:27]2)[c:10]2[cH:11][cH:12][c:13]([N+:17](=[O:18])[O-:19])[cH:14][c:15]2[cH:16]1. Reactants: CCOC(=O)CC(C)(C)C(C#N)C(=O)O, CC(=O)[O-], Cl, Cl, [Na+], O. The product is CCOC(=O)CC(C)(C)C(Cl)C#N. As a reaction SMILES: [CH2:2]([CH3:3])[O:4][C:5](=[O:6])[CH2:7][C:8]([CH:9]([C:10]#[N:11])[C:12]([OH:13])=[O:14])([CH3:15])[CH3:16].[CH3:18][C:19](=[O:20])[O-:21].[Cl:1].[ClH:22].[Na+:17].[OH2:23]>>[CH2:2]([CH3:3])[O:4][C:5](=[O:6])[CH2:7][C:8]([CH:9]([C:10]#[N:11])[Cl:22])([CH3:15])[CH3:16]. Reactants: O=C(N=C=S)c1ccccc1, CC(C)=O, CC(=O)Nc1nc(CCc2ccc(N)cc2)c(Cc2ccc(S(C)(=O)=O)cc2)s1, O. Yields the product CC(=O)Nc1nc(CCc2ccc(NC(N)=S)cc2)c(Cc2ccc(S(C)(=O)=O)cc2)s1. As a reaction SMILES: [C:30](=[O:31])([c:32]1[cH:33][cH:34][cH:35][cH:36][cH:37]1)[N:38]=[C:39]=[S:40].[CH3:42][C:43](=[O:44])[CH3:45].[NH2:1][c:2]1[cH:3][cH:4][c:5]([CH2:8][CH2:9][c:10]2[n:11][c:12]([NH:26][C:27]([CH3:28])=[O:29])[s:13][c:14]2[CH2:15][c:16]2[cH:17][cH:18][c:19]([S:22](=[O:23])(=[O:24])[CH3:25])[cH:20][cH:21]2)[cH:6][cH:7]1.[OH2:41]>>[NH:1]([c:2]1[cH:3][cH:4][c:5]([CH2:8][CH2:9][c:10]2[n:11][c:12]([NH:26][C:27]([CH3:28])=[O:29])[s:13][c:14]2[CH2:15][c:16]2[cH:17][cH:18][c:19]([S:22](=[O:23])(=[O:24])[CH3:25])[cH:20][cH:21]2)[cH:6][cH:7]1)[C:39]([NH2:38])=[S:40]. The reactants are COC1=C(C=CC(=C1)B1OC(C(O1)(C)C)(C)C)NC(O[C@@H](C)CCC)=O ((S)-Pentan-2-yl 2-methoxy-4-(4,4,5,5-tetramethyl-1,3,2-dioxaborolan-2-yl)phenyl-carbamate), BrC=1N=C(N2C1C(=NC=C2)C)[C@@H]2CC[C@H](CC2)CNC(C)=O (N-(((trans)-4-(1-bromo-8-methylimidazo[1,5-a]pyrazin-3-yl)cyclohexyl)methyl)acetamide). Yields the product C(C)(=O)NC[C@@H]1CC[C@H](CC1)C1=NC(=C2N1C=CN=C2C)C2=CC(=C(C=C2)NC(O[C@@H](C)CCC)=O)OC ((S)-pentan-2-yl 4-(3-((trans)-4-(acetamidomethyl)cyclohexyl)-8-methylimidazo[1,5-a]pyrazin-1-yl)-2-methoxyphenylcarbamate). Yield: 56.0%. RXN SMILES: [CH3:1][O:2][C:3]1[CH:8]=[C:7](B2OC(C)(C)C(C)(C)O2)[CH:6]=[CH:5][C:4]=1[NH:18][C:19](=[O:26])[O:20][C@H:21]([CH2:23][CH2:24][CH3:25])[CH3:22].Br[C:28]1[N:29]=[C:30]([C@H:38]2[CH2:43][CH2:42][C@H:41]([CH2:44][NH:45][C:46](=[O:48])[CH3:47])[CH2:40][CH2:39]2)[N:31]2[CH:36]=[CH:35][N:34]=[C:33]([CH3:37])[C:32]=12>>[C:46]([NH:45][CH2:44][C@H:41]1[CH2:40][CH2:39][C@H:38]([C:30]2[N:31]3[CH:36]=[CH:35][N:34]=[C:33]([CH3:37])[C:32]3=[C:28]([C:7]3[CH:6]=[CH:5][C:4]([NH:18][C:19](=[O:26])[O:20][C@H:21]([CH2:23][CH2:24][CH3:25])[CH3:22])=[C:3]([O:2][CH3:1])[CH:8]=3)[N:29]=2)[CH2:43][CH2:42]1)(=[O:48])[CH3:47]. Reported procedure: (S)-Pentan-2-yl 2-methoxy-4-(4,4,5,5-tetramethyl-1,3,2-dioxaborolan-2-yl)phenyl-carbamate (20 mg) and N-(((trans)-4-(1-bromo-8-methylimidazo[1,5-a]pyrazin-3-yl)cyclohexyl)methyl)acetamide (20 mg) were reacted according to the procedure described in example 4 step 4c and purified by prep-HPLC (column Luna C18(2); gradient acetonitrile/water with constant 0.003M trifluoroacetic acid). Proper fractions were collected and made basic with aqueous sodium hydrogencarbonate, extracted with dichlorometha...